Dataset: the Open Reaction Database (ORD), a public repository of structured organic reaction records. Task: describe an organic reaction: reactants, conditions, products, and yield Reactants: [N+](=O)([O-])C1=C(N)C(=CC(=C1CC)[N+](=O)[O-])C (2,4-Dinitro-3-ethyl-6-methylaniline), [S-2].[Na+].[Na+] (sodium sulfide). Product: NC1=C(C(=C(C=C1C)[N+](=O)[O-])CC)N (1,2-diamino-3-ethyl-6-methyl-4-nitrobenzene). As a reaction SMILES: [N+:1]([C:4]1[C:10]([CH2:11][CH3:12])=[C:9]([N+:13]([O-:15])=[O:14])[CH:8]=[C:7]([CH3:16])[C:5]=1[NH2:6])([O-])=O.[S-2].[Na+].[Na+]>>[NH2:6][C:5]1[C:7]([CH3:16])=[CH:8][C:9]([N+:13]([O-:15])=[O:14])=[C:10]([CH2:11][CH3:12])[C:4]=1[NH2:1] |f:1.2.3|. Procedure: 2,4-Dinitro-3-ethyl-6-methylaniline (see Example 2) is treated with sodium sulfide to afford 1,2-diamino-3-ethyl-6-methyl-4-nitrobenzene. Treatment with cyanogen bromide affords to 2-amino-4-ethyl-7-methyl-5-nitrobenzimidazole. This is converted to 2-diazo-4-ethyl-7-methyl-5-nitrobenzimidazole tetrafuoroborate with sodium nitrite and tetrafluoroboric acid. Thermal decomposition of the diazonium salt gives 4-ethyl-2-fluoro-7-methyl-5-nitrobenzimidazole. Conversion to 4-ethyl-2-fluoro-5-(2-imidazo...